From a dataset of the Open Reaction Database (ORD), a public repository of structured organic reaction records. describe an organic reaction: reactants, conditions, products, and yield Reactants: COC(=O)C=Cc1ccc(C=O)cc1, CO, O=Cc1ccc(C=CC(=O)O)cc1, CC(Cl)Cl, Cl, [K+], [K+], NCCc1c[nH]c2ccccc12, O=C([O-])[O-]. Product: COC(=O)C=Cc1ccc(CNCCc2c[nH]c3ccccc23)cc1. RXN SMILES: [CH3:27][O:28][C:29]([CH:30]=[CH:31][c:32]1[cH:33][cH:34][c:35]([CH:38]=[O:39])[cH:36][cH:37]1)=[O:40].[CH3:41][OH:42].[CH:1]([c:2]1[cH:3][cH:4][c:5]([CH:6]=[CH:7][C:8]([OH:9])=[O:10])[cH:11][cH:12]1)=[O:13].[Cl:43][CH:44]([Cl:45])[CH3:46].[ClH:14].[K+:47].[K+:48].[NH2:15][CH2:16][CH2:17][c:18]1[cH:19][nH:20][c:21]2[cH:22][cH:23][cH:24][cH:25][c:26]12.[O-:49][C:50]([O-:51])=[O:52]>>[NH:15]([CH2:16][CH2:17][c:18]1[cH:19][nH:20][c:21]2[cH:22][cH:23][cH:24][cH:25][c:26]12)[CH2:38][c:35]1[cH:34][cH:33][c:32]([CH:31]=[CH:30][C:29]([O:28][CH3:27])=[O:40])[cH:37][cH:36]1.